This data is from the Open Reaction Database (ORD), a public repository of structured organic reaction records. The task is: describe an organic reaction: reactants, conditions, products, and yield Starting materials: COc1ccc2c(=O)c(-c3ccc(C4(NC(=O)OC(C)(C)C)CCC4)cc3)c(-c3ccccc3)oc2c1, NC1(c2ccc(-c3c(-c4ccccc4)oc4ccc(F)cc4c3=O)cc2)CCC1. Product: COc1ccc2c(=O)c(-c3ccc(C4(N)CCC4)cc3)c(-c3ccccc3)oc2c1. As a reaction SMILES: [C:30]([O:31][C:32](=[O:33])[NH:36][C:37]1([c:41]2[cH:42][cH:43][c:44](-[c:47]3[c:48](-[c:60]4[cH:61][cH:62][cH:63][cH:64][cH:65]4)[o:49][c:50]4[cH:51][c:52]([O:58][CH3:59])[cH:53][cH:54][c:55]4[c:56]3=[O:57])[cH:45][cH:46]2)[CH2:38][CH2:39][CH2:40]1)([CH3:34])([CH3:35])[CH3:66].[NH2:1][C:2]1([c:3]2[cH:4][cH:5][c:6](-[c:7]3[c:8](=[O:9])[c:10]4[c:11]([cH:12][cH:13][c:14]([F:15])[cH:16]4)[o:17][c:18]3-[c:19]3[cH:20][cH:21][cH:22][cH:23][cH:24]3)[cH:25][cH:26]2)[CH2:27][CH2:28][CH2:29]1>>[NH2:36][C:37]1([c:41]2[cH:42][cH:43][c:44](-[c:47]3[c:48](-[c:60]4[cH:61][cH:62][cH:63][cH:64][cH:65]4)[o:49][c:50]4[cH:51][c:52]([O:58][CH3:59])[cH:53][cH:54][c:55]4[c:56]3=[O:57])[cH:45][cH:46]2)[CH2:38][CH2:39][CH2:40]1.